This data is from the Open Reaction Database (ORD), a public repository of structured organic reaction records. The task is: describe an organic reaction: reactants, conditions, products, and yield The reactants are CC=1C=C(C=C(C1)C)C=1NC2=CC=C(C=C2C1CCNCCCCC1=CC=NC=C1)C(C)=O (1-{2-(3,5-dimethylphenyl)-3-[2-(4-pyridin-4-yl-butylamino)ethyl]-1H-indol-5-yl}ethanone), solution, [H-].[Al+3].[Li+].[H-].[H-].[H-] (lithium aluminum hydride). Run in O1CCCC1 (tetrahydrofuran). Conditions: time 45 minute. Product: CC=1C=C(C=C(C1)C)C=1NC2=CC=C(C=C2C1CCNCCCCC1=CC=NC=C1)C(C)O (1-{2-(3,5-dimethylphenyl)-3-[2-(4-pyridin-4-yl-butylamino)ethyl]-1H-indol-5-yl}ethanol). Yield: 88.5%. As a reaction SMILES: [CH3:1][C:2]1[CH:3]=[C:4]([C:9]2[NH:10][C:11]3[C:16]([C:17]=2[CH2:18][CH2:19][NH:20][CH2:21][CH2:22][CH2:23][CH2:24][C:25]2[CH:30]=[CH:29][N:28]=[CH:27][CH:26]=2)=[CH:15][C:14]([C:31](=[O:33])[CH3:32])=[CH:13][CH:12]=3)[CH:5]=[C:6]([CH3:8])[CH:7]=1.[H-].[Al+3].[Li+].[H-].[H-].[H-]>O1CCCC1>[CH3:1][C:2]1[CH:3]=[C:4]([C:9]2[NH:10][C:11]3[C:16]([C:17]=2[CH2:18][CH2:19][NH:20][CH2:21][CH2:22][CH2:23][CH2:24][C:25]2[CH:26]=[CH:27][N:28]=[CH:29][CH:30]=2)=[CH:15][C:14]([CH:31]([OH:33])[CH3:32])=[CH:13][CH:12]=3)[CH:5]=[C:6]([CH3:8])[CH:7]=1 |f:1.2.3.4.5.6|. Procedure: To a solution of 1-{2-(3,5-dimethylphenyl)-3-[2-(4-pyridin-4-yl-butylamino)ethyl]-1H-indol-5-yl}ethanone (45 mg in 2 mL dry tetrahydrofuran) at 0° C. was added 0.30 mL of a 1M solution of lithium aluminum hydride in tetrahydrofuran and the mixture stirred at low temperature. After 45 minutes, the reaction was quenched by the addition of saturated aqueous ammonium chloride and the mixture extracted with ethyl acetate. The organic portion was washed with brine, dried over sodium sulfate and purifi... The reactants are ClC(Cl)(OC(OC(Cl)(Cl)Cl)=O)Cl (triphosgene), C(CC1=CC=CC=C1)O (phenethyl alcohol), N1=CC=CC=C1 (pyridine). Run in ClCCl (dichloromethane), ClCCl (dichloromethane). Conditions: time 62 hour. The product is C(CCC)OCCCC (butyl ether), colorless crystals. Reaction SMILES: ClC(Cl)(OC(=O)OC(Cl)(Cl)Cl)Cl.[CH2:13]([OH:21])[CH2:14][C:15]1[CH:20]=CC=CC=1.N1C=[CH:26][CH:25]=[CH:24][CH:23]=1>ClCCl>[CH2:23]([O:21][CH2:13][CH2:14][CH2:15][CH3:20])[CH2:24][CH2:25][CH3:26]. Procedure: To a solution of 10.72 g triphosgene in 80 ml dichloromethane, 26.51 g phenethyl alcohol was added. While cooling in an ice bath, 17.16 g pyridine was dropped in over 45 minutes. Then, the reaction was stirred at room temperature for 62 hours. The reaction was diluted with dichloromethane, washed with aqueous HCl and aqueous NaHCO3. The organic phase was dried, filtered and evaporated to dryness. The resulting crystals were recrystallized from 60 ml hexanes and then a second time from hexane:met... Reactants: N[C@H]1[C@@]([C@@H](CC1)O[Si](C1=CC=CC=C1)(C1=CC=CC=C1)C(C)(C)C)(O)C (rel-(1S,2R,5R)-2-amino-5-(tert-butyl(diphenyl)silyl)oxy-1-methyl-cyclopentanol), ClC1=C(C#N)C=CC(=C1CC)F (2-chloro-3-ethyl-4-fluoro-benzonitrile). Product: ClC1=C(C#N)C=CC(=C1CC)N[C@H]1[C@]([C@@H](CC1)O)(C)O (rel-2-Chloro-4-[[(1R,2S,3R)-2,3-dihydroxy-2-methyl-cyclopentyl]amino]-3-ethyl-benzonitrile). RXN SMILES: [NH2:1][C@@H:2]1[CH2:6][CH2:5][C@@H:4]([O:7][Si](C(C)(C)C)(C2C=CC=CC=2)C2C=CC=CC=2)[C@@:3]1([CH3:26])[OH:25].[Cl:27][C:28]1[C:35]([CH2:36][CH3:37])=[C:34](F)[CH:33]=[CH:32][C:29]=1[C:30]#[N:31]>>[Cl:27][C:28]1[C:35]([CH2:36][CH3:37])=[C:34]([NH:1][C@@H:2]2[CH2:6][CH2:5][C@@H:4]([OH:7])[C@:3]2([OH:25])[CH3:26])[CH:33]=[CH:32][C:29]=1[C:30]#[N:31]. Reported procedure: The title compound is prepared by essentially following the procedure described in Example 20, using rel-(1S,2R,5R)-2-amino-5-(tert-butyl(diphenyl)silyl)oxy-1-methyl-cyclopentanol and 2-chloro-3-ethyl-4-fluoro-benzonitrile for the substitution reaction followed by TBDPS removal with TBAF. 1H-NMR (400 MHz, DMSO-d6) δ 7.44 (d, J=8.7 Hz, 1H), 6.87 (d, J=9.0 Hz, 1H), 5.74-5.70 (m, 1H), 4.74 (d, J=5.4 Hz, 1H), 4.27 (s, 1H), 3.82-3.79 (m, 1H), 3.58-3.51 (m, 1H), 2.80-2.78 (m, 2H), 2.03-2.02 (m, 1H), 1... Starting materials: CSCCn1c(Cn2nnc3ccccc32)nc2ccccc21, CC(=O)O, [Na]. Product: CS(=O)CCn1c(Cn2nnc3ccccc32)nc2ccccc21. As a reaction SMILES: [CH3:1][S:2][CH2:3][CH2:4][n:5]1[c:6]([CH2:14][n:15]2[n:16][n:17][c:18]3[c:19]2[cH:20][cH:21][cH:22][cH:23]3)[n:7][c:8]2[c:9]1[cH:10][cH:11][cH:12][cH:13]2.[CH3:25][C:26]([OH:27])=[O:28].[Na:24]>>[CH3:1][S:2]([CH2:3][CH2:4][n:5]1[c:6]([CH2:14][n:15]2[n:16][n:17][c:18]3[c:19]2[cH:20][cH:21][cH:22][cH:23]3)[n:7][c:8]2[c:9]1[cH:10][cH:11][cH:12][cH:13]2)=[O:27].